Task: describe an organic reaction: reactants, conditions, products, and yield. Dataset: the Open Reaction Database (ORD), a public repository of structured organic reaction records Starting materials: CI, CN(C)C=O, [Cl-], CCCCCCC(=O)c1cc2cc(Cl)ccc2[nH]1, [H-], [NH4+], [Na+]. Product: CCCCCCC(=O)c1cc2cc(Cl)ccc2n1C. Reaction SMILES: [CH3:21][I:22].[CH3:25][N:26]([CH3:27])[CH:28]=[O:29].[Cl-:23].[Cl:1][c:2]1[cH:3][c:4]2[cH:5][c:6]([C:11]([CH2:12][CH2:13][CH2:14][CH2:15][CH2:16][CH3:17])=[O:18])[nH:7][c:8]2[cH:9][cH:10]1.[H-:19].[NH4+:24].[Na+:20]>>[Cl:1][c:2]1[cH:3][c:4]2[cH:5][c:6]([C:11]([CH2:12][CH2:13][CH2:14][CH2:15][CH2:16][CH3:17])=[O:18])[n:7]([CH3:21])[c:8]2[cH:9][cH:10]1. The product is OCC1=CC2=C(C=N1)N=CN2C2=CC(=C(S2)C(=O)N)OC(C)C2=C(C=CC=C2)C (5-[6-(hydroxymethyl)-1H-imidazo[4,5-c]pyridin-1-yl]-3-[1-(2-methylphenyl)ethoxy]thiophene-2-carboxamide). The solvent is C1CCOC1 (THF). RXN SMILES: [Si]([O:8][CH2:9][C:10]1[N:15]=[CH:14][C:13]2[N:16]=[CH:17][N:18]([C:19]3[S:23][C:22]([C:24]([NH2:26])=[O:25])=[C:21]([O:27][CH:28]([C:30]4[CH:35]=[CH:34][CH:33]=[CH:32][C:31]=4[CH3:36])[CH3:29])[CH:20]=3)[C:12]=2[CH:11]=1)(C(C)(C)C)(C)C.[F-].C([N+](CCCC)(CCCC)CCCC)CCC>C1COCC1>[OH:8][CH2:9][C:10]1[N:15]=[CH:14][C:13]2[N:16]=[CH:17][N:18]([C:19]3[S:23][C:22]([C:24]([NH2:26])=[O:25])=[C:21]([O:27][CH:28]([C:30]4[CH:35]=[CH:34][CH:33]=[CH:32][C:31]=4[CH3:36])[CH3:29])[CH:20]=3)[C:12]=2[CH:11]=1 |f:1.2|. Reactants: [Si](C)(C)(C(C)(C)C)OCC1=CC2=C(C=N1)N=CN2C2=CC(=C(S2)C(=O)N)OC(C)C2=C(C=CC=C2)C (5-[6-({[tert-butyl(dimethyl)silyl]oxy}methyl)-1H-imidazo[4,5-c]pyridin-1-yl]-3-[1-(2-methylphenyl)ethoxy]thiophene-2-carboxamide), [F-].C(CCC)[N+](CCCC)(CCCC)CCCC (tetra-n-butylammonium fluoride). Conditions: temperature 0 celsius. Procedure details: A mixture of 650 mg of 5-[6-({[tert-butyl(dimethyl)silyl]oxy}methyl)-1H-imidazo[4,5-c]pyridin-1-yl]-3-[1-(2-methylphenyl)ethoxy]thiophene-2-carboxamide in 50 ml THF is cooled to 0° C. At 0° C. 0.45 ml tetra-n-butylammonium fluoride (˜75% in H20) is added. The reaction mixture is allowed to warm to room temperature and stirred over night. Reactants: c1ccc(COc2cc3c(cc2C[PH](c2ccccc2)(c2ccccc2)c2ccccc2)OCC3)cc1, [Li]CCCC, [I-], O=C(c1ccccc1)c1ccccc1, C1CCOC1. Product: C(=C(c1ccccc1)c1ccccc1)c1cc2c(cc1OCc1ccccc1)CCO2. As a reaction SMILES: [CH2:2]([c:3]1[cH:4][cH:5][cH:6][cH:7][cH:8]1)[O:9][c:10]1[c:11]([CH2:19][PH:20]([c:21]2[cH:22][cH:23][cH:24][cH:25][cH:26]2)([c:27]2[cH:28][cH:29][cH:30][cH:31][cH:32]2)[c:33]2[cH:34][cH:35][cH:36][cH:37][cH:38]2)[cH:12][c:13]2[c:14]([cH:18]1)[CH2:15][CH2:16][O:17]2.[CH2:39]([Li:40])[CH2:41][CH2:42][CH3:43].[I-:1].[O:44]=[C:45]([c:46]1[cH:47][cH:48][cH:49][cH:50][cH:51]1)[c:52]1[cH:53][cH:54][cH:55][cH:56][cH:57]1.[O:58]1[CH2:59][CH2:60][CH2:61][CH2:62]1>>[CH2:2]([c:3]1[cH:4][cH:5][cH:6][cH:7][cH:8]1)[O:9][c:10]1[c:11]([CH:19]=[C:45]([c:46]2[cH:47][cH:48][cH:49][cH:50][cH:51]2)[c:52]2[cH:53][cH:54][cH:55][cH:56][cH:57]2)[cH:12][c:13]2[c:14]([cH:18]1)[CH2:15][CH2:16][O:17]2. Product: O=C(O)c1cncc(CCc2ccccc2)c1. Starting materials: [H][H], C1CCOC1, O=C(O)c1cncc(C#Cc2ccccc2)c1. As a reaction SMILES: [H:18][H:19].[O:20]1[CH2:21][CH2:22][CH2:23][CH2:24]1.[c:1]1([C:7]#[C:8][c:9]2[cH:10][c:11]([C:15](=[O:16])[OH:17])[cH:12][n:13][cH:14]2)[cH:2][cH:3][cH:4][cH:5][cH:6]1>>[c:1]1([CH2:7][CH2:8][c:9]2[cH:10][c:11]([C:15](=[O:16])[OH:17])[cH:12][n:13][cH:14]2)[cH:2][cH:3][cH:4][cH:5][cH:6]1. The reactants are ClC1=CC=C(CCl)C=C1 (p-Chlorobenzyl chloride), C(CN)N (ethylenediamine), [OH-].[Na+] (NaOH). Solvent: O (water). Conditions: time 8 hour. Product: ClC1=CC=C(C=C1)CNCCN (N-[(4-Chlorophenyl)Methyl]Ethylenediamine). As a reaction SMILES: [Cl:1][C:2]1[CH:9]=[CH:8][C:5]([CH2:6]Cl)=[CH:4][CH:3]=1.[CH2:10]([NH2:13])[CH2:11][NH2:12].[OH-].[Na+]>O>[Cl:1][C:2]1[CH:9]=[CH:8][C:5]([CH2:6][NH:12][CH2:11][CH2:10][NH2:13])=[CH:4][CH:3]=1 |f:2.3|. Procedure details: p-Chlorobenzyl chloride, 32 g. (0.2 mole), was added dropwise to 60 g. (1.0 mole) of ethylenediamine heated at 80°. The solution was stirred at 80° overnight and then the excess amine was distilled in vacuo. The residue was triturated with i-PrOH to yield 32 g. of crude product. This material was dissolved in water, basified with dilute NaOH and the solution extracted with CH2Cl2. The combined extracts were dried (K2CO3) and concentrated in vacuo to an oil. The latter was distilled and the mater... The reactants are C(C#C)Br (propargyl bromide), FC1=C(C=C(C(=O)OC)C=C1)O (Methyl 4-fluoro-3-hydroxybenzoate), C(=O)([O-])[O-].[K+].[K+] (K2CO3). Run in CC(=O)C (acetone). Reaction conditions: time 8 hour. Product: FC1=C(C=C(C(=O)OC)C=C1)OCC#C (Methyl 4-fluoro-3-propargyloxybenzoate). The yield is 100.0%. RXN SMILES: [F:1][C:2]1[CH:11]=[CH:10][C:5]([C:6]([O:8][CH3:9])=[O:7])=[CH:4][C:3]=1[OH:12].[CH2:13](Br)[C:14]#[CH:15].C([O-])([O-])=O.[K+].[K+]>CC(C)=O>[F:1][C:2]1[CH:11]=[CH:10][C:5]([C:6]([O:8][CH3:9])=[O:7])=[CH:4][C:3]=1[O:12][CH2:15][C:14]#[CH:13] |f:2.3.4|. Procedure details: Methyl 4-fluoro-3-hydroxybenzoate (20.0 mL, 0.118 mol) was dissolved in anhydrous acetone (450 mL), mixed with propargyl bromide (26.2 g, 0.177 mol) followed by the addition of powdered K2CO3 (32.4 g, 0.236 mol) and the reaction mixture was stirred overnight at room temperature. The reaction was filtered and the solvent was removed in vacuo. The residue was dissolved in diethyl ether, washed 4 times with H2O, treated with brine, dried with MgSO4, filtered, and the solvent was removed in vacuo to...